This data is from the Open Reaction Database (ORD), a public repository of structured organic reaction records. The task is: describe an organic reaction: reactants, conditions, products, and yield Reactants: C1CCOC1, CO, CCOC(=O)C1(c2cc(Cl)c(OCC(F)(F)F)c(-c3ccc(C(F)(F)F)cc3)c2)CCOCC1, [Li+], [OH-], O, O. The product is O=C(O)C1(c2cc(Cl)c(OCC(F)(F)F)c(-c3ccc(C(F)(F)F)cc3)c2)CCOCC1. Reaction SMILES: [CH2:40]1[O:41][CH2:42][CH2:43][CH2:44]1.[CH3:38][OH:39].[Cl:1][c:2]1[cH:3][c:4]([C:24]2([C:30](=[O:31])[O:32][CH2:33][CH3:34])[CH2:25][CH2:26][O:27][CH2:28][CH2:29]2)[cH:5][c:6](-[c:14]2[cH:15][cH:16][c:17]([C:20]([F:21])([F:22])[F:23])[cH:18][cH:19]2)[c:7]1[O:8][CH2:9][C:10]([F:11])([F:12])[F:13].[Li+:37].[OH-:36].[OH2:35].[OH2:45]>>[Cl:1][c:2]1[cH:3][c:4]([C:24]2([C:30](=[O:31])[OH:32])[CH2:25][CH2:26][O:27][CH2:28][CH2:29]2)[cH:5][c:6](-[c:14]2[cH:15][cH:16][c:17]([C:20]([F:21])([F:22])[F:23])[cH:18][cH:19]2)[c:7]1[O:8][CH2:9][C:10]([F:11])([F:12])[F:13]. The reactants are Cl.CN(C)CC1=CC=C(CO)O1 (5-[(dimethylamino)methyl]-furfuryl alcohol hydrochloride), CS(=O)(=O)O (methanesulfonic acid), S(=O)(Cl)Cl (thionyl chloride), S(=O)(Cl)Cl (thionyl chloride). The solvent is C(C)#N (acetonitrile). Yields the product Cl.CN(C)CC1=CC=C(O1)CCl (5-[(dimethylamino)methyl]-2-(chloromethyl)-furan hydrochloride). RXN SMILES: [ClH:1].[CH3:2][N:3]([CH2:5][C:6]1[O:12][C:9]([CH2:10]O)=[CH:8][CH:7]=1)[CH3:4].S(Cl)([Cl:15])=O.CS(O)(=O)=O>C(#N)C>[ClH:15].[CH3:2][N:3]([CH2:5][C:6]1[O:12][C:9]([CH2:10][Cl:1])=[CH:8][CH:7]=1)[CH3:4] |f:0.1,5.6|. Reported procedure: Combine 5-[(dimethylamino)methyl]-furfuryl alcohol hydrochloride (201 g, 1.05 mol) and acetonitrile (500 mL). Add dropwise, thionyl chloride (119 g, 1.0 mol) at such a rate that the temperature of the reaction is maintained at about 30° C. to 35° C. After the addition of thionyl chloride is complete, add methanesulfonic acid (144 g, 1.5 mol) while removing sulfur dioxide and acetonitrile by distillation. Stop the distillation when about 250 mL of distillate has been collected to give the title c... Reactants: C1(=CC=CC2=CC=CC=C12)[C@H](C)NC(C1=CC=C(C=C1)OCC=C)=O ((S)-N-1-(1-naphthyl)ethyl-4-allyloxybenzamide), C1(=CC=CC=C1)[C@H](C)N ((S)-1-phenylethylamine), C1(=CC=CC2=CC=CC=C12)[C@H](C)N ((S)-1-(1-naphthyl)ethylamine). Product: C1(=CC=CC=C1)[C@H](C)NC(C1=CC=C(C=C1)OCC=C)=O ((S)-N-1-phenylethyl-4-allyloxybenzamide). Reaction SMILES: [C:1]1([C@@H:11]([NH:13][C:14](=[O:25])[C:15]2[CH:20]=[CH:19][C:18]([O:21][CH2:22][CH:23]=[CH2:24])=[CH:17][CH:16]=2)[CH3:12])[C:10]2[C:5](=CC=CC=2)[CH:4]=[CH:3][CH:2]=1.C1([C@@H](N)C)C=CC=CC=1.C1([C@@H](N)C)C2C(=CC=CC=2)C=CC=1>>[C:1]1([C@@H:11]([NH:13][C:14](=[O:25])[C:15]2[CH:16]=[CH:17][C:18]([O:21][CH2:22][CH:23]=[CH2:24])=[CH:19][CH:20]=2)[CH3:12])[CH:2]=[CH:3][CH:4]=[CH:5][CH:10]=1. Procedure: The compound of this example [(S)-N-1-phenylethyl-4-allyloxybenzamide] was prepared in exactly the same manner as (S)-N-1-(1-naphthyl)ethyl-4-allyloxybenzamide in Example 1 except 2.5 g (0.014 mole) of (S)-1-phenylethylamine was used in Example 2 rather than 2 g (0.012 mole) of (S)-1-(1-naphthyl)ethylamine in Example 1. The (S)-N-1-phenylethyl-4-allyloxybenzamide product was isolated in a 67% yield; mp 147°-148° C.; [α]D25 -12.62° (c=0.745, CHCl3); IR (KBr): 3380 and 1640 cm-1 ; NMR (δ): 1.64 (3... The reactants are C(C)(=O)NC1=CC=C(C=C1)C12C(NC(C2C1)=O)=O (1-(4-acetylaminophenyl)-3-azabicyclo[3.1.0]hexane-2,4-dione), [H-].[Na+] (sodium hydride), CI (methyl iodide). The solvent is CN(C)C=O (N,N'-dimethylformamide), CN(C=O)C (dimethylformamide). Run at temperature 20 celsius, time 16 hour. Product: C(C)(=O)NC1=CC=C(C=C1)C12C(N(C(C2C1)=O)C)=O (1-(4-Acetylaminophenyl)-3-methyl-3-azabicyclo[3.1.0]hexane-2,4-dione). Reaction SMILES: [C:1]([NH:4][C:5]1[CH:10]=[CH:9][C:8]([C:11]23[CH2:16][CH:15]2[C:14](=[O:17])[NH:13][C:12]3=[O:18])=[CH:7][CH:6]=1)(=[O:3])[CH3:2].[H-].[Na+].[CH3:21]I>CN(C)C=O>[C:1]([NH:4][C:5]1[CH:6]=[CH:7][C:8]([C:11]23[CH2:16][CH:15]2[C:14](=[O:17])[N:13]([CH3:21])[C:12]3=[O:18])=[CH:9][CH:10]=1)(=[O:3])[CH3:2] |f:1.2|. Reported procedure: 1.2 g of 1-(4-acetylaminophenyl)-3-azabicyclo[3.1.0]hexane-2,4-dione, 120 mg of sodium hydride and 25 ml of N,N'-dimethylformamide are stirred, under nitrogen, for 15 minutes at 50° C. The mixture is cooled to 20° C. and then a solution of 0.32 ml of methyl iodide in 2.5 ml of dimethylformamide is slowly added dropwise. The reaction mixture is stirred for 16 hours at room temperature. Excess sodium hydride is destroyed with methanol and the reaction mixture is freed from solvent in a high vacuum... Starting materials: CON(C(=O)C1CCN(CC1)C(=O)OC(C)(C)C)C (tert-butyl 4-(methoxy(methyl)carbamoyl)piperidine-1-carboxylate), C1(=CC=CC=C1)[Mg]Cl (PhMgCl). Run in C1CCOC1 (THF). Conditions: time 2 hour. Product: C(C1=CC=CC=C1)(=O)C1CCN(CC1)C(=O)OC(C)(C)C (tert-butyl 4-benzoylpiperidine-1-carboxylate). Isolated yield 58.8%. As a reaction SMILES: CON(C)[C:4]([CH:6]1[CH2:11][CH2:10][N:9]([C:12]([O:14][C:15]([CH3:18])([CH3:17])[CH3:16])=[O:13])[CH2:8][CH2:7]1)=[O:5].[C:20]1([Mg]Cl)[CH:25]=[CH:24][CH:23]=[CH:22][CH:21]=1>C1COCC1>[C:4]([CH:6]1[CH2:7][CH2:8][N:9]([C:12]([O:14][C:15]([CH3:16])([CH3:17])[CH3:18])=[O:13])[CH2:10][CH2:11]1)(=[O:5])[C:20]1[CH:25]=[CH:24][CH:23]=[CH:22][CH:21]=1. Procedure details: To a solution of tert-butyl 4-(methoxy(methyl)carbamoyl)piperidine-1-carboxylate (8.0 g, 29.4 mmol) in THF (25 mL) was added PhMgCl (8.0 g, 58.8 mmol) dropwise at 0° C. After stirring at rt for 2 h, the reaction was quenched with ammonium chloride solution and extracted with ethyl acetate, dried over anhydrous sodium sulfate and concentrated under vacuum to afford tert-butyl 4-benzoylpiperidine-1-carboxylate (5 g, 59% yield) as a pale yellow solid which was used directly in the next step.